This data is from the Open Reaction Database (ORD), a public repository of structured organic reaction records. The task is: describe an organic reaction: reactants, conditions, products, and yield Yields the product O=C1CCCN(Cc2ccccc2)CC1. The reactants are ClCCl, O=Cc1ccccc1, O=C1CCCNCC1. Reaction SMILES: [CH2:17]([Cl:18])[Cl:19].[CH:9](=[O:10])[c:11]1[cH:12][cH:13][cH:14][cH:15][cH:16]1.[NH:1]1[CH2:2][CH2:3][C:4](=[O:8])[CH2:5][CH2:6][CH2:7]1>>[N:1]1([CH2:9][c:11]2[cH:12][cH:13][cH:14][cH:15][cH:16]2)[CH2:2][CH2:3][C:4](=[O:8])[CH2:5][CH2:6][CH2:7]1. Reactants: CC1(N=C(OC1)C1=C(C=C(C=C1)OC)C(CC)=O)C (1-[2-(4,4-dimethyl-4,5-dihydro-oxazol-2-yl)-5-methoxy-phenyl]-propan-1-one), C(=O)(O)[O-].[Na+] (NaHCO3), O.NN (hydrazine monohydrate), OS(=O)(=O)O (H2SO4). The solvent is C(C)O (ethanol), mixture, C(C)(=O)O (acetic acid), O (water), C(C)O (ethanol), O (water), C(C)(=O)O (acetic acid). Reaction conditions: temperature 80 celsius. Product: C(C)C1=NNC(C2=CC=C(C=C12)OC)=O (4-Ethyl-6-methoxy-2H-phthalazin-1-one). The yield is 41.3%. As a reaction SMILES: CC1(C)C[O:5][C:4]([C:7]2[CH:12]=[CH:11][C:10]([O:13][CH3:14])=[CH:9][C:8]=2[C:15](=O)[CH2:16][CH3:17])=[N:3]1.OS(O)(=O)=O.O.[NH2:26]N.C([O-])(O)=O.[Na+]>C(O)(=O)C.O.C(O)C>[CH2:16]([C:15]1[C:8]2[C:7](=[CH:12][CH:11]=[C:10]([O:13][CH3:14])[CH:9]=2)[C:4](=[O:5])[NH:3][N:26]=1)[CH3:17] |f:2.3,4.5|. Procedure: A solution of 1-[2-(4,4-dimethyl-4,5-dihydro-oxazol-2-yl)-5-methoxy-phenyl]-propan-1-one (6.4 g, 15.9 mmoles), prepared as described in example 8, in 110 ml of a mixture of water (10 ml), ethanol (100 ml) and concentrated H2SO4 (8 ml) up to 200 ml with ethanol, was stirred under N2 and reflux for 20 hours, then concentrated, taken up in water and extracted more times with ethyl ether. The organic phases were washed with water, anhydrified and brought to dryness to give an oil which was dissolved... Reactants: CC1=NC(=NC=C1)NC1=CC(=CC(=C1)B1OC(C(O1)(C)C)(C)C)C ((4-methyl-pyrimidin-2-yl)-[3-methyl-5-(4,4,5,5-tetramethyl-[1,3,2]dioxaborolan-2-yl)-phenyl]-amine), COC(=O)[C@@H]1C(C[C@@](CC1)(O)C=1SC(=CN1)Br)(C)C ((1S,4R)-4-(5-Bromo-thiazol-2-yl)-4-hydroxy-2,2-dimethyl-cyclohexanecarboxylic acid methyl ester), C([O-])([O-])=O.[Na+].[Na+] (sodium carbonate). The reagents and catalysts are C1=CC=C(C=C1)P([C-]2C=CC=C2)C3=CC=CC=C3.C1=CC=C(C=C1)P([C-]2C=CC=C2)C3=CC=CC=C3.Cl[Pd]Cl.[Fe+2] (PdCl2(dppf)2). Solvent: CC1OCCC1 (2-methyltetrahydrofuran). Conditions: temperature 70 celsius. Yields the product COC(=O)[C@@H]1C(C[C@](CC1)(C=1SC(=CN1)C1=CC(=CC(=C1)NC1=NC=CC(=N1)C)C)O)(C)C ((1S,4R)-4-hydroxy-2,2-dimethyl-4-{5-[3-methyl-5-(4-methyl-pyrimidin-2-ylamino)-phenyl]-1,3-thiazol-2-yl}-cyclohexanecarboxylic acid methyl ester). Isolated yield 65.7%. As a reaction SMILES: [CH3:1][C:2]1[CH:7]=[CH:6][N:5]=[C:4]([NH:8][C:9]2[CH:14]=[C:13](B3OC(C)(C)C(C)(C)O3)[CH:12]=[C:11]([CH3:24])[CH:10]=2)[N:3]=1.[CH3:25][O:26][C:27]([C@H:29]1[CH2:34][CH2:33][C@@:32]([C:36]2[S:37][C:38](Br)=[CH:39][N:40]=2)([OH:35])[CH2:31][C:30]1([CH3:43])[CH3:42])=[O:28].C(=O)([O-])[O-].[Na+].[Na+]>CC1CCCO1.C1C=CC(P(C2C=CC=CC=2)[C-]2C=CC=C2)=CC=1.C1C=CC(P(C2C=CC=CC=2)[C-]2C=CC=C2)=CC=1.Cl[Pd]Cl.[Fe+2]>[CH3:25][O:26][C:27]([C@H:29]1[CH2:34][CH2:33][C@:32]([OH:35])([C:36]2[S:37][C:38]([C:13]3[CH:14]=[C:9]([NH:8][C:4]4[N:3]=[C:2]([CH3:1])[CH:7]=[CH:6][N:5]=4)[CH:10]=[C:11]([CH3:24])[CH:12]=3)=[CH:39][N:40]=2)[CH2:31][C:30]1([CH3:43])[CH3:42])=[O:28] |f:2.3.4,6.7.8.9|. Procedure: To a mixture of (4-methyl-pyrimidin-2-yl)-[3-methyl-5-(4,4,5,5-tetramethyl-[1,3,2]dioxaborolan-2-yl)-phenyl]-amine (20.0 g, 56.9 mmol), (1S,4R)-4-(5-Bromo-thiazol-2-yl)-4-hydroxy-2,2-dimethyl-cyclohexanecarboxylic acid methyl ester (19.8 g, 56.9 mmol), and PdCl2(dppf)2 (2.33 g, 2.85 mmol) in degassed 2-methyltetrahydrofuran (237 mL), was added sodium carbonate (2 M in H2O, 56.9 mL, 114 mmol). The reaction flask was purged with nitrogen and then heated to 70° C. for 5 hours. The mixture was coole... Starting materials: C(#N)C=1C(=C(C=CC1F)[C@@H]1CN2[C@H](CO1)CN(CC2)C(=O)OC(C)(C)C)C (tert-Butyl (3R,9aS)-3-(3-cyano-4-fluoro-2-methylphenyl)hexahydropyrazino[2,1-c][1,4]oxazine-8(1H)-carboxylate), C(=O)(C(F)(F)F)O (TFA). The product is FC(C(=O)O)(F)F.FC1=CC=C(C(=C1C#N)C)[C@@H]1CN2[C@H](CO1)CNCC2 (6-fluoro-2-methyl-3-[(3R,9aS)-octahydropyrazino[2,1-c][1,4]oxazin-3-yl]benzonitrile 2,2,2-trifluoroacetate). RXN SMILES: [C:1]([C:3]1[C:4]([CH3:27])=[C:5]([C@H:10]2[O:15][CH2:14][C@@H:13]3[CH2:16][N:17](C(OC(C)(C)C)=O)[CH2:18][CH2:19][N:12]3[CH2:11]2)[CH:6]=[CH:7][C:8]=1[F:9])#[N:2].[C:28]([OH:34])([C:30]([F:33])([F:32])[F:31])=[O:29]>>[F:31][C:30]([F:33])([F:32])[C:28]([OH:34])=[O:29].[F:9][C:8]1[C:3]([C:1]#[N:2])=[C:4]([CH3:27])[C:5]([C@H:10]2[O:15][CH2:14][C@@H:13]3[CH2:16][NH:17][CH2:18][CH2:19][N:12]3[CH2:11]2)=[CH:6][CH:7]=1 |f:2.3|. Procedure details: tert-Butyl (3R,9aS)-3-(3-cyano-4-fluoro-2-methylphenyl)hexahydropyrazino[2,1-c][1,4]oxazine-8(1H)-carboxylate (1.73 g, 4.61 mmol) was treated with 10 mL TFA at RT for 1 h. The trifluoroacetic acid was then removed under reduced pressure to yield the title compound. LC-MS: M+1=276: 1H-NMR (600 MHz, DMSO) δ ppm 7.724 (dd, J=9.0, 6.2 Hz, 1H), 7.353 (t, J=8.85 Hz, 1H), 4.738 (d, J=10.3 Hz, 1H), 3.924 (d, J=11.10 Hz, 1H), 3.386 (t, J=11.65 Hz, 1H), 3.285 (d, J=12.3 Hz, 1H), 3.20 (d, J=11.8 Hz, 1H), 3...